From a dataset of the Open Reaction Database (ORD), a public repository of structured organic reaction records. describe an organic reaction: reactants, conditions, products, and yield The reactants are [N+](=O)([O-])C=1C=C(CN)C=CC1 (3-Nitro-benzyl-amine), C1(CCCCC1)N=C=O (cyclohexyl isocyanate). Solvent: C1CCOC1 (THF). Reaction conditions: time 2 hour. The product is C1(CCCCC1)NC(=O)NCC1=CC(=CC=C1)[N+](=O)[O-] (1-Cyclohexyl-3-(3-nitro-benzyl)-urea). As a reaction SMILES: [N+:1]([C:4]1[CH:5]=[C:6]([CH:9]=[CH:10][CH:11]=1)[CH2:7][NH2:8])([O-:3])=[O:2].[CH:12]1([N:18]=[C:19]=[O:20])[CH2:17][CH2:16][CH2:15][CH2:14][CH2:13]1>C1COCC1>[CH:12]1([NH:18][C:19]([NH:8][CH2:7][C:6]2[CH:9]=[CH:10][CH:11]=[C:4]([N+:1]([O-:3])=[O:2])[CH:5]=2)=[O:20])[CH2:17][CH2:16][CH2:15][CH2:14][CH2:13]1. Reported procedure: 3-Nitro-benzyl-amine (5 g) was suspended in THF (130 ml) and cyclohexyl isocyanate (7 ml) was added dropwise at 25° C. After stirring for 2 h the resulting precipitate was filtered off, washed with diethyl ether and treated with 5% aqueous NH4OH. After filtering and drying the title compound was isolated (4.5 g, FP 168-169° C.) The yield is 81.8%. Reported procedure: 2,5-Dichlorophenol (17.86 g, 109.54 mmol) and 4-chloro-3-nitrobenzonitrile (10.00 g, 54.77 mmol) were combined with K2CO3 (37.85 g, 273.85 mmol) in THF (300 mL). The reaction mixture was refluxed for 48 hrs and then the solid was filtered over a bed of Celite. After rinsing the residue with copious amounts of DCM, the filtrate was concentrated to produce a yellow solid. The solid was triturated with minimal DCM and collected via vacuum filtration to yield compound 34 (13.84 g, 81.7% yield, 100.0... Yields the product ClC1=C(OC2=C(C=C(C#N)C=C2)[N+](=O)[O-])C=C(C=C1)Cl (4-(2,5-Dichlorophenoxy)-3-nitrobenzonitrile). Reaction SMILES: [Cl:1][C:2]1[CH:7]=[CH:6][C:5]([Cl:8])=[CH:4][C:3]=1[OH:9].Cl[C:11]1[CH:18]=[CH:17][C:14]([C:15]#[N:16])=[CH:13][C:12]=1[N+:19]([O-:21])=[O:20].C([O-])([O-])=O.[K+].[K+]>C1COCC1>[Cl:1][C:2]1[CH:7]=[CH:6][C:5]([Cl:8])=[CH:4][C:3]=1[O:9][C:11]1[CH:18]=[CH:17][C:14]([C:15]#[N:16])=[CH:13][C:12]=1[N+:19]([O-:21])=[O:20] |f:2.3.4|. Solvent: C1CCOC1 (THF). The reactants are ClC1=C(C=C(C=C1)Cl)O (2,5-Dichlorophenol), ClC1=C(C=C(C#N)C=C1)[N+](=O)[O-] (4-chloro-3-nitrobenzonitrile), C(=O)([O-])[O-].[K+].[K+] (K2CO3). The reactants are [Li] (lithium), FC1=C2C=CC(=CC2=CC=C1F)Br (5,6-difluoro-2-bromonaphthalene), Cl (hydrochloric acid), IC1=CC=C(C=C1)[C@@H]1CC[C@H](CC1)CCC (4-iodo-1-(trans-4-propylcyclohexyl)benzene). The reagents and catalysts are C=1C=CC(=CC1)[P](C=2C=CC=CC2)(C=3C=CC=CC3)[Pd]([P](C=4C=CC=CC4)(C=5C=CC=CC5)C=6C=CC=CC6)([P](C=7C=CC=CC7)(C=8C=CC=CC8)C=9C=CC=CC9)[P](C=1C=CC=CC1)(C=1C=CC=CC1)C=1C=CC=CC1 (tetrakis(triphenylphosphine)palladium). Solvent: C1CCOC1 (THF), C1CCOC1 (THF). Conditions: time 3 hour. Product: FC1=C2C=CC(=CC2=CC=C1F)C1=CC=C(C=C1)[C@@H]1CC[C@H](CC1)CCC (5,6-difluoro-2-[4-(trans-4-propylcyclohexyl)phenyl]naphthalene). Reaction SMILES: [Li].[F:2][C:3]1[C:12]([F:13])=[CH:11][CH:10]=[C:9]2[C:4]=1[CH:5]=[CH:6][C:7](Br)=[CH:8]2.I[C:16]1[CH:21]=[CH:20][C:19]([C@H:22]2[CH2:27][CH2:26][C@H:25]([CH2:28][CH2:29][CH3:30])[CH2:24][CH2:23]2)=[CH:18][CH:17]=1.Cl>C1C=CC([P]([Pd]([P](C2C=CC=CC=2)(C2C=CC=CC=2)C2C=CC=CC=2)([P](C2C=CC=CC=2)(C2C=CC=CC=2)C2C=CC=CC=2)[P](C2C=CC=CC=2)(C2C=CC=CC=2)C2C=CC=CC=2)(C2C=CC=CC=2)C2C=CC=CC=2)=CC=1.C1COCC1>[F:2][C:3]1[C:12]([F:13])=[CH:11][CH:10]=[C:9]2[C:4]=1[CH:5]=[CH:6][C:7]([C:16]1[CH:17]=[CH:18][C:19]([C@H:22]3[CH2:27][CH2:26][C@H:25]([CH2:28][CH2:29][CH3:30])[CH2:24][CH2:23]3)=[CH:20][CH:21]=1)=[CH:8]2 |^1:0,35,37,56,75|. Procedure details: To a THF solution of an organic lithium reagent prepared from 5,6-difluoro-2-bromonaphthalene were added dropwise 4-iodo-1-(trans-4-propylcyclohexyl)benzene and a THF solution of tetrakis(triphenylphosphine)palladium (0) in the catalytic amount. The reaction mixture was then stirred at room temperature for 3 hours. To the reaction mixture were then added water and toluene to terminate the reaction. To the reaction solution was then added diluted hydrochloric acid until the aqueous phase became w... The solvent is C1=CC=CC=C1 (benzene), C(C)O (ethanol). The yield is 28.0%. RXN SMILES: [F:1][C:2]([F:33])([CH2:9][CH2:10][C@H:11]([C@@H:13]1[C@:30]2([CH3:31])[C@H:16]([C:17]3[C@H:27]([CH2:28][CH2:29]2)[C@:25]2([CH3:26])[C:20]([CH2:21][C@@H:22]([OH:32])[CH2:23][CH2:24]2)=[CH:19][CH:18]=3)[CH2:15][CH2:14]1)[CH3:12])[C:3]([OH:8])([CH2:6][CH3:7])[CH2:4][CH3:5]>C1C=CC=CC=1.C(O)C>[CH3:5][CH2:4][C:3]([OH:8])([C:2]([F:33])([F:1])[CH2:9][CH2:10][C@H:11]([C@@H:13]1[C@@:30]2([CH3:31])[CH2:29][CH2:28][CH2:27]/[C:17](=[CH:18]\[CH:19]=[C:20]3\[CH2:21][C@@H:22]([OH:32])[CH2:23][CH2:24][C:25]\3=[CH2:26])/[C@@H:16]2[CH2:15][CH2:14]1)[CH3:12])[CH2:6][CH3:7]. The product is CCC(CC)(C(CC[C@@H](C)[C@H]1CC[C@@H]\2[C@@]1(CCC/C2=C\C=C/3\C[C@H](CCC3=C)O)C)(F)F)O (24,24-difluoro-25-hydroxy-26,27-dimethyl vitamin D3). The reactants are FC(C(CC)(CC)O)(CC[C@@H](C)[C@H]1CC[C@H]2C3=CC=C4C[C@H](CC[C@]4(C)[C@H]3CC[C@]12C)O)F (24,24-difluoro-3β,25-dihydroxy-26,27-dimethylcholesta-5,7-diene). Reported procedure: 9.3 mg of 24,24-difluoro-3β,25-dihydroxy-26,27-dimethylcholesta-5,7-diene was dissolved in a mixture of 90 ml of benzene and 40 ml of ethanol, and in anargon stream at 0° C., the solution was irradiated with ultra-violetlight for 7 minutes using a medium-pressure mercury lamp through a Vycor filter. Subsequently, the reaction mixture was heated under reflux for 1 hour in at atmosphere of argon. The solvent was evaporated under reduced pressure, and the resulting crude product was purified by thi... Run in C(C)O (ethanol). Reaction SMILES: [N:1]1([C:10]2[CH:15]=[CH:14][C:13]([C:16](=O)[CH2:17][CH2:18][C:19]([OH:21])=O)=[CH:12][CH:11]=2)[C:5]2[CH2:6][CH2:7][CH2:8][CH2:9][C:4]=2[N:3]=[CH:2]1.O.[NH2:24][NH2:25]>C(O)C>[N:1]1([C:10]2[CH:15]=[CH:14][C:13]([C:16]3[CH2:17][CH2:18][C:19](=[O:21])[NH:24][N:25]=3)=[CH:12][CH:11]=2)[C:5]2[CH2:6][CH2:7][CH2:8][CH2:9][C:4]=2[N:3]=[CH:2]1 |f:1.2|. The yield is 50.7%. Procedure: A mixture of 9 g of 4-(4,5,6,7-tetrahydro-1H-benzimidazol-1-yl)-γ-oxobenzenebutanoic acid and 3.5 g of hydrazine hydrate in 80 ml of ethanol is heated under reflux for six hours. The reaction mixture is allowed to cool and filtered. The crude product is finally crystallized from 2-methoxyethanol to yield 4.5 g of the product 4,5-dihydro-6-[4-(4,5,6,7-tetrahydro-1H-benzimidazol-1-yl)phenyl]-3(2H)-pyridazinone, mp 296°-297° C. The reactants are N1(C=NC2=C1CCCC2)C2=CC=C(C=C2)C(CCC(=O)O)=O (4-(4,5,6,7-tetrahydro-1H-benzimidazol-1-yl)-γ-oxobenzenebutanoic acid), O.NN (hydrazine hydrate). The product is N1(C=NC2=C1CCCC2)C2=CC=C(C=C2)C=2CCC(NN2)=O (4,5-Dihydro-6-[4-(4,5,6,7-tetrahydro-1H-benzimidazol-1-yl)phenyl]-3(2H)-pyridazinone). Starting materials: CCC(O)c1sc(-c2ccc(C(F)(F)F)cc2)nc1C, CN(C)C=O, N#Cc1ccc(F)cc1OC(F)F, [H-], [Na+], O. Yields the product CCC(Oc1ccc(C#N)c(OC(F)F)c1)c1sc(-c2ccc(C(F)(F)F)cc2)nc1C. Reaction SMILES: [CH3:1][c:2]1[n:3][c:4](-[c:11]2[cH:12][cH:13][c:14]([C:17]([F:18])([F:19])[F:20])[cH:15][cH:16]2)[s:5][c:6]1[CH:7]([CH2:8][CH3:9])[OH:10].[CH3:37][N:38]([CH3:39])[CH:40]=[O:41].[F:23][CH:24]([O:25][c:26]1[c:27]([C:28]#[N:29])[cH:30][cH:31][c:32]([F:34])[cH:33]1)[F:35].[H-:21].[Na+:22].[OH2:36]>>[CH3:1][c:2]1[n:3][c:4](-[c:11]2[cH:12][cH:13][c:14]([C:17]([F:18])([F:19])[F:20])[cH:15][cH:16]2)[s:5][c:6]1[CH:7]([CH2:8][CH3:9])[O:10][c:32]1[cH:31][cH:30][c:27]([C:28]#[N:29])[c:26]([O:25][CH:24]([F:23])[F:35])[cH:33]1.